This data is from the Open Reaction Database (ORD), a public repository of structured organic reaction records. The task is: describe an organic reaction: reactants, conditions, products, and yield Starting materials: C(C(=C)C)(=O)N (methacrylamide), C(#N)C1=C(C=C(C=C1)F)C(F)(F)F (4-cyano-3-(trifluoromethyl)phenyl fluoride), [H-].[Na+] (sodium hydride), Cl (HCl). The solvent is CN(C=O)C (N,N-dimethylformamide), O (Water), CCCCCC (hexane). Conditions: temperature -20 celsius, time 4 hour. The product is C(#N)C1=C(C=C(C=C1)NC(C(=C)C)=O)C(F)(F)F (N-[4-Cyano-3-(trifluoromethyl)phenyl]methacrylamide), solid. The yield is 97.0%. Reaction SMILES: [C:1]([NH2:6])(=[O:5])[C:2]([CH3:4])=[CH2:3].[C:7]([C:9]1[CH:14]=[CH:13][C:12](F)=[CH:11][C:10]=1[C:16]([F:19])([F:18])[F:17])#[N:8].[H-].[Na+].Cl>CN(C)C=O.CCCCCC.O>[C:7]([C:9]1[CH:14]=[CH:13][C:12]([NH:6][C:1](=[O:5])[C:2]([CH3:4])=[CH2:3])=[CH:11][C:10]=1[C:16]([F:17])([F:18])[F:19])#[N:8] |f:2.3|. Reported procedure: To a solution of methacrylamide (153.00 g, 1797.88 mmol) in 800 mL of N,N-dimethylformamide was added 4-cyano-3-(trifluoromethyl)phenyl fluoride (200 g, 1057.58 mmol) at room temperature. The solution was cooled in a methanol/dry ice bath to −20° C. To this cooled solution was added sodium hydride (102 g, 2696.84 mmol), portion-wise, while keeping the reaction mixture temperature below 70° C. The reaction mixture was allowed to cool to room temperature and stirred for 4 hours under nitrogen atmo... Reactants: OC1(CCC2(OCC(CO2)(C)C)CC1)CC=O ((9-hydroxy-3,3-dimethyl-1,5-dioxa-spiro[5.5]undec-9-yl)-acetaldehyde), FC(OC1=CC=C(C=C1)[C@H](C)N)F ((S)-1-(4-difluoromethoxy-phenyl)-ethylamine), Intermediate 2. The product is FC(OC1=CC=C(C=C1)[C@H](C)NCCC1(CCC2(OCC(CO2)(C)C)CC1)O)F (9-{2-[(S)-1-(4-Difluoromethoxy-phenyl)-ethylamino]-ethyl}-3,3-dimethyl-1,5-dioxa-spiro[5.5]undecan-9-ol). Isolated yield 65.0%. RXN SMILES: [OH:1][C:2]1([CH2:15][CH:16]=O)[CH2:14][CH2:13][C:5]2([O:10][CH2:9][C:8]([CH3:12])([CH3:11])[CH2:7][O:6]2)[CH2:4][CH2:3]1.[F:18][CH:19]([F:30])[O:20][C:21]1[CH:26]=[CH:25][C:24]([C@@H:27]([NH2:29])[CH3:28])=[CH:23][CH:22]=1>>[F:18][CH:19]([F:30])[O:20][C:21]1[CH:22]=[CH:23][C:24]([C@@H:27]([NH:29][CH2:16][CH2:15][C:2]2([OH:1])[CH2:14][CH2:13][C:5]3([O:6][CH2:7][C:8]([CH3:12])([CH3:11])[CH2:9][O:10]3)[CH2:4][CH2:3]2)[CH3:28])=[CH:25][CH:26]=1. Procedure: The title compound is prepared from (9-hydroxy-3,3-dimethyl-1,5-dioxa-spiro[5.5]undec-9-yl)-acetaldehyde and (S)-1-(4-difluoromethoxy-phenyl)-ethylamine following a procedure analogous to that described in Step 3 of Intermediate 2. Yield: 65% of theory; LC (method 5): tR=1.02 min; Mass spectrum (ESI+): m/z=414 [M+H]+. Starting materials: CO (methanol), C(C)(=O)C1=CC=C(NC2=C(C(=O)O)C=CC(=C2)CCC2=CC=CC=C2)C=C1 (2-(4-acetylanilino)-4-phenethylbenzoic acid). Reagents/catalysts: [C].[Pd] (palladium-carbon). The solvent is C(C)(=O)OCC (ethyl acetate). Reaction conditions: temperature 40 celsius, time 7 hour. The product is C(C)C1=CC=C(NC2=C(C(=O)O)C=CC(=C2)CCC2=CC=CC=C2)C=C1 (2-(4-ethylanilino)-4-phenethylbenzoic acid). Isolated yield 100.9%. Reaction SMILES: CO.[C:3]([C:6]1[CH:29]=[CH:28][C:9]([NH:10][C:11]2[CH:19]=[C:18]([CH2:20][CH2:21][C:22]3[CH:27]=[CH:26][CH:25]=[CH:24][CH:23]=3)[CH:17]=[CH:16][C:12]=2[C:13]([OH:15])=[O:14])=[CH:8][CH:7]=1)(=O)[CH3:4]>[C].[Pd].C(OCC)(=O)C>[CH2:3]([C:6]1[CH:29]=[CH:28][C:9]([NH:10][C:11]2[CH:19]=[C:18]([CH2:20][CH2:21][C:22]3[CH:23]=[CH:24][CH:25]=[CH:26][CH:27]=3)[CH:17]=[CH:16][C:12]=2[C:13]([OH:15])=[O:14])=[CH:8][CH:7]=1)[CH3:4] |f:2.3|. Reported procedure: To a mixed solution of methanol 1.0 mL and ethyl acetate 1.0 mL of 2-(4-acetylanilino)-4-phenethylbenzoic acid 10 mg was added 5% palladium-carbon 2.0 mg at room temperature, and it was stirred under hydrogen atmosphere at 40° C. for 7 hours. After the reaction mixture was cooled to room temperature, insoluble matter was filtrated, and the solvent was removed under reduced pressure to give 2-(4-ethylanilino)-4-phenethylbenzoic acid 9.7 mg of a white solid.